From a dataset of the Open Reaction Database (ORD), a public repository of structured organic reaction records. describe an organic reaction: reactants, conditions, products, and yield The reactants are ClC1=CC=C(C=C1)N=C=O (4-chlorophenyl isocyanate), C(C1=CC=CC=C1)NC(=O)C1=C(N=C(S1)N)C (2-amino-4-methylthiazole-5-carboxylic acid benzylamide). Yields the product C(C1=CC=CC=C1)NC(=O)C1=C(N=C(S1)NC(=O)NC1=CC=C(C=C1)Cl)C (2-[3-(4-Chlorophenyl)ureido]-4-methylthiazole-5-carboxylic Acid Benzylamide). Isolated yield 62.0%. RXN SMILES: [Cl:1][C:2]1[CH:7]=[CH:6][C:5]([N:8]=[C:9]=[O:10])=[CH:4][CH:3]=1.[CH2:11]([NH:18][C:19]([C:21]1[S:25][C:24]([NH2:26])=[N:23][C:22]=1[CH3:27])=[O:20])[C:12]1[CH:17]=[CH:16][CH:15]=[CH:14][CH:13]=1>>[CH2:11]([NH:18][C:19]([C:21]1[S:25][C:24]([NH:26][C:9]([NH:8][C:5]2[CH:6]=[CH:7][C:2]([Cl:1])=[CH:3][CH:4]=2)=[O:10])=[N:23][C:22]=1[CH3:27])=[O:20])[C:12]1[CH:17]=[CH:16][CH:15]=[CH:14][CH:13]=1. Procedure: Following the procedure as described in Example 4, making variations only as required to use 4-chlorophenyl isocyanate in place of phenyl isocyanate to react with 2-amino-4-methylthiazole-5-carboxylic acid benzylamide, the title compound was obtained as a white solid in 62% yield; m.p.>300° C.; 1H NMR (DMSO-d6, 300 MHz) δ 9.14 (s 1H), 8.47 (t, J=6.0 Hz, 1H), 7.51-7.48 (m, 2H), 7.35-7.17 (m, 8H), 4.35 (d, J=5.7 Hz, 2H), 2.43 (s, 3H); 13C NMR (DMSO-d6, 75 MHz) δ 162.2, 140.1, 138.1, 129.2, 128.7, ... The reactants are CC(C)(C)OC(=O)N1CCN(c2cc3[nH]c(Nc4ccccc4C(F)(F)F)nc3cc2C(=O)Nc2ccc3ncsc3c2)CC1, Cl, C1COCCO1. Yields the product Cl, O=C(Nc1ccc2ncsc2c1)c1cc2nc(Nc3ccccc3C(F)(F)F)[nH]c2cc1N1CCNCC1. RXN SMILES: [C:1]([O:2][C:3](=[O:4])[N:8]1[CH2:9][CH2:10][N:11]([c:14]2[cH:15][c:16]3[c:17]([n:18][c:19]([NH:21][c:22]4[c:23]([C:28]([F:29])([F:30])[F:31])[cH:24][cH:25][cH:26][cH:27]4)[nH:20]3)[cH:32][c:33]2[C:34]([NH:35][c:36]2[cH:37][c:38]3[c:39]([n:40][cH:41][s:42]3)[cH:43][cH:44]2)=[O:45])[CH2:12][CH2:13]1)([CH3:5])([CH3:6])[CH3:7].[ClH:46].[O:47]1[CH2:48][CH2:49][O:50][CH2:51][CH2:52]1>>[ClH:46].[NH:8]1[CH2:9][CH2:10][N:11]([c:14]2[cH:15][c:16]3[c:17]([n:18][c:19]([NH:21][c:22]4[c:23]([C:28]([F:29])([F:30])[F:31])[cH:24][cH:25][cH:26][cH:27]4)[nH:20]3)[cH:32][c:33]2[C:34]([NH:35][c:36]2[cH:37][c:38]3[c:39]([n:40][cH:41][s:42]3)[cH:43][cH:44]2)=[O:45])[CH2:12][CH2:13]1. Reactants: C(#N)C=1C=C(C=CC1OCC1=C(C=CC=C1)F)[C@H]1CC[C@H](N1)C(=O)OC (Methyl (5R)-5-(3-cyano-4-{[(2-fluorophenyl)methyl]oxy}phenyl)-L-prolinate), N.CO (NH3 MeOH). Product: C(#N)C=1C=C(C=CC1OCC1=C(C=CC=C1)F)[C@H]1CC[C@H](N1)C(=O)N ((5R)-5-(3-cyano-4-{[(2-fluorophenyl)methyl]oxy}phenyl)-L-prolinamide). Isolated yield 72.0%. As a reaction SMILES: [C:1]([C:3]1[CH:4]=[C:5]([C@@H:18]2[NH:22][C@H:21]([C:23]([O:25]C)=O)[CH2:20][CH2:19]2)[CH:6]=[CH:7][C:8]=1[O:9][CH2:10][C:11]1[CH:16]=[CH:15][CH:14]=[CH:13][C:12]=1[F:17])#[N:2].[NH3:27].CO>>[C:1]([C:3]1[CH:4]=[C:5]([C@@H:18]2[NH:22][C@H:21]([C:23]([NH2:27])=[O:25])[CH2:20][CH2:19]2)[CH:6]=[CH:7][C:8]=1[O:9][CH2:10][C:11]1[CH:16]=[CH:15][CH:14]=[CH:13][C:12]=1[F:17])#[N:2] |f:1.2|. Reported procedure: A solution of methyl (5R)-5-(3-cyano-4-{[(2-fluorophenyl)methyl]oxy}phenyl)-L-prolinate (D73, 64 mg, 0.180 mmol) in 7M NH3/MeOH (2 ml) was stirred 10.5 h at 40° C. The solvent was evaporated and the residue purified via flash chromatography using a DCM/MeOH (98:2 to 8:2) to afford (5R)-5-(3-cyano-4-{[(2-fluorophenyl)methyl]oxy}phenyl)-L-prolinamide (44 mg, 72%) as the free base. The title compound (32 mg) was prepared as described for example 4 in procedure 2. MS: (ES/+) m/z: 340 [MH+], C19H18FN... Starting materials: C(\C=C\CCCCCCCCC(=O)O)(=O)O (trans-traumatic acid), C(O)CN (ethanolamine). Solvent: O (water), O (water). Yields the product C(\C=C\CCCCCCCCC(=O)O)(=O)O.C(O)CN (ethanolamine trans-traumatate). RXN SMILES: [C:1]([OH:16])(=[O:15])/[CH:2]=[CH:3]/[CH2:4][CH2:5][CH2:6][CH2:7][CH2:8][CH2:9][CH2:10][CH2:11][C:12]([OH:14])=[O:13].[CH2:17]([CH2:19][NH2:20])[OH:18]>O>[C:1]([OH:16])(=[O:15])/[CH:2]=[CH:3]/[CH2:4][CH2:5][CH2:6][CH2:7][CH2:8][CH2:9][CH2:10][CH2:11][C:12]([OH:14])=[O:13].[CH2:17]([CH2:19][NH2:20])[OH:18] |f:3.4|. Reported procedure: 2.28 g of trans-traumatic acid (10 mmol) are suspended in 100 ml of water at 4° C. A solution of 1.23 g ethanolamine as free base in 20 ml water, under continuous stirring is slowly added drop by drop in 30 minutes to the resulting suspension. The reactants are C(C1=CC=CC=C1)OC1=C(C=CC=C1C(O)(C1=CC(=CC=C1)C1=NC=CC=C1)C1=CC=CC=C1)C1=CC=CC=C1 ((2-(Benzyloxy)biphenyl-3-yl)(phenyl)(3-(pyridin-2-yl)phenyl)methanol). Solvent: C(C)#N (acetonitrile), [PH2](=O)O (hypophosphorous acid). Yields the product C1(=CC=CC=C1)C(C1=C(C(=CC=C1)C1=CC=CC=C1)O)C1=CC(=CC=C1)C1=NC=CC=C1 (3-(Phenyl(3-(pyridin-2-yl)phenyl)methyl)biphenyl-2-ol). Isolated yield 37.0%. RXN SMILES: C([O:8][C:9]1[C:14]([C:15]([C:29]2[CH:34]=[CH:33][CH:32]=[CH:31][CH:30]=2)([C:17]2[CH:22]=[CH:21][CH:20]=[C:19]([C:23]3[CH:28]=[CH:27][CH:26]=[CH:25][N:24]=3)[CH:18]=2)O)=[CH:13][CH:12]=[CH:11][C:10]=1[C:35]1[CH:40]=[CH:39][CH:38]=[CH:37][CH:36]=1)C1C=CC=CC=1>C(#N)C.[PH2](O)=O>[C:29]1([CH:15]([C:17]2[CH:22]=[CH:21][CH:20]=[C:19]([C:23]3[CH:28]=[CH:27][CH:26]=[CH:25][N:24]=3)[CH:18]=2)[C:14]2[CH:13]=[CH:12][CH:11]=[C:10]([C:35]3[CH:40]=[CH:39][CH:38]=[CH:37][CH:36]=3)[C:9]=2[OH:8])[CH:30]=[CH:31][CH:32]=[CH:33][CH:34]=1. Reported procedure: A solution of 2(0.95 g, 1.83 mmol) in acetonitrile (24 mL) and 50% aqueous hypophosphorous acid (22 mL) was kept at reflux for 64 hr. The acetonitrile was removed in vacuo, the residue was diluted with ethyl acetate (200 mL) and water (100 mL). Phases were separated. The organic phase was washed with saturated sodium bicarbonate (2×80 mL) and water (2×80 mL) dried over sodium sulfate and filtered. The solvent was removed on a rotary evaporator. The crude product was purified by chromatography on... The reactants are C1CCOC1, CCCCCC, CN1CCCN(C)C1=O, C#C[Si](C)(C)C, [Cl-], COc1ccc(CCCCI)cc1, [Li]CCCC, [NH4+]. Reaction SMILES: [CH2:33]1[O:34][CH2:35][CH2:36][CH2:37]1.[CH3:27][CH2:28][CH2:29][CH2:30][CH2:31][CH3:32].[CH3:38][N:39]1[CH2:40][CH2:41][CH2:42][N:43]([CH3:44])[C:45]1=[O:46].[CH3:6][Si:7]([CH3:8])([CH3:9])[C:10]#[CH:11].[Cl-:25].[I:12][CH2:13][CH2:14][CH2:15][CH2:16][c:17]1[cH:18][cH:19][c:20]([O:23][CH3:24])[cH:21][cH:22]1.[Li:1][CH2:2][CH2:3][CH2:4][CH3:5].[NH4+:26]>>[CH3:6][Si:7]([CH3:8])([CH3:9])[C:10]#[C:11][CH2:13][CH2:14][CH2:15][CH2:16][c:17]1[cH:18][cH:19][c:20]([O:23][CH3:24])[cH:21][cH:22]1. The product is COc1ccc(CCCCC#C[Si](C)(C)C)cc1. Reactants: Cl (HCl), FC1=NC(=CC=C1C12CCCN2CCC1)F (7a-(2,6-difluoro-3-pyridinyl)-hexahydro-1H-pyrrolizine). The solvent is CCOCC (Et2O), CCOCC (Et2O). Product: Cl.FC1=NC(=CC=C1C12CCCN2CCC1)F (7a-(2,6-difluoro-3-pyridinyl)-hexahydro-1H-pyrrolizine hydrochloride). The yield is 68.0%. As a reaction SMILES: [ClH:1].[F:2][C:3]1[C:8]([C:9]23[CH2:16][CH2:15][CH2:14][N:13]2[CH2:12][CH2:11][CH2:10]3)=[CH:7][CH:6]=[C:5]([F:17])[N:4]=1>CCOCC>[ClH:1].[F:2][C:3]1[C:8]([C:9]23[CH2:10][CH2:11][CH2:12][N:13]2[CH2:14][CH2:15][CH2:16]3)=[CH:7][CH:6]=[C:5]([F:17])[N:4]=1 |f:3.4|. Procedure details: A solution of Et2O saturated with HCl (g) was added to 7a-(2,6-difluoro-3-pyridinyl)-hexahydro-1H-pyrrolizine (from step 10a, 174 mg, 0.8 mmol) in Et2O (10 mL). The slurry was filtered, and the filter cake was washed with Et2O to afford a white solid (138 mg, 68%). mp 205°-206° C. MS (CI/NH3) m/e: 225 (M+H)+. 1H NMR D2O, 300 MHz) δ2.08-2.21 (m, 2H), 2.26-2.40 (m, 4H), 2.64-2.73 (m, 2H), 3.31-3.40 (m, 2H), 3.82-3.90 (m, 2H), 7.14 (dd, J=8.5, 2.7 Hz, 1H), 8.22-8.30 (m, 1H). Anal. Calcd for C12H15 ... Reactants: CC([C@@H](C(=O)O)N1C(C2=CC(=CC=C2C1)C1=CC=C(C=C1)NS(=O)(=O)C1=CC=CC=C1)=O)C ((S)-3-Methyl-2-(1-oxo-6-(4-(phenylsulfonamido)phenyl)isoindolin-2-yl)butanoic acid), CC([C@@H](C(=O)OC)N1C(C2=CC(=CC=C2C1)C1=CC=C(C=C1)NS(=O)(=O)C1=CC=C(C=C1)C(F)(F)F)=O)C ((S)-Methyl 3-methyl-2-(1-oxo-6-(4-(4-(trifluoromethyl)phenylsulfonamido)phenyl)isoindolin-2-yl)butanoate). Product: CC([C@@H](C(=O)O)N1C(C2=CC(=CC=C2C1)C1=CC=C(C=C1)NS(=O)(=O)C1=CC=C(C=C1)C(F)(F)F)=O)C ((S)-3-Methyl-2-(1-oxo-6-(4-(4-(trifluoromethyl)phenylsulfonamido)phenyl)isoindolin-2-yl)butanoic acid). Yield: 93.0%. As a reaction SMILES: CC(C)[C@H](N1CC2C(=CC(C3C=CC(NS(C4C=CC=CC=4)(=O)=O)=CC=3)=CC=2)C1=O)C(O)=O.[CH3:34][CH:35]([CH3:71])[C@H:36]([N:41]1[CH2:49][C:48]2[C:43](=[CH:44][C:45]([C:50]3[CH:55]=[CH:54][C:53]([NH:56][S:57]([C:60]4[CH:65]=[CH:64][C:63]([C:66]([F:69])([F:68])[F:67])=[CH:62][CH:61]=4)(=[O:59])=[O:58])=[CH:52][CH:51]=3)=[CH:46][CH:47]=2)[C:42]1=[O:70])[C:37]([O:39]C)=[O:38]>>[CH3:34][CH:35]([CH3:71])[C@H:36]([N:41]1[CH2:49][C:48]2[C:43](=[CH:44][C:45]([C:50]3[CH:51]=[CH:52][C:53]([NH:56][S:57]([C:60]4[CH:65]=[CH:64][C:63]([C:66]([F:69])([F:68])[F:67])=[CH:62][CH:61]=4)(=[O:59])=[O:58])=[CH:54][CH:55]=3)=[CH:46][CH:47]=2)[C:42]1=[O:70])[C:37]([OH:39])=[O:38]. Reported procedure: The compound of example 92 was prepared analogous to compound of example 78 by hydrolysis of compound of example 91. The reactants are C1(=CC=CC=C1)C1(CCC1)C(=O)Cl (1-phenylcyclobutanecarbonyl chloride), CN1CCC(CC1)O (1-methyl-4-hydroxypiperidine). Run in CS(=O)C.C(=O)(C(F)(F)F)O (DMSO TFA). The product is Cl.C1(=CC=CC=C1)C1(CCC1)C(=O)OC1CCN(CC1)C (1-Methyl-4-piperidinyl 1-phenylcyclobutanecarboxylate Hydrochloride). As a reaction SMILES: [C:1]1([C:7]2([C:11]([Cl:13])=[O:12])[CH2:10][CH2:9][CH2:8]2)[CH:6]=[CH:5][CH:4]=[CH:3][CH:2]=1.[CH3:14][N:15]1[CH2:20][CH2:19][CH:18]([OH:21])[CH2:17][CH2:16]1>CS(C)=O.C(O)(C(F)(F)F)=O>[ClH:13].[C:1]1([C:7]2([C:11]([O:21][CH:18]3[CH2:19][CH2:20][N:15]([CH3:14])[CH2:16][CH2:17]3)=[O:12])[CH2:10][CH2:9][CH2:8]2)[CH:6]=[CH:5][CH:4]=[CH:3][CH:2]=1 |f:2.3,4.5|. Procedure details: The title compound was prepared in an analogous manner to that in Example 36 by reacting 1-phenylcyclobutanecarbonyl chloride with 1-methyl-4-hydroxypiperidine at 80° C. for 20 h. The yield was 0.77 g (44%); mp 203-206° C.; 1H NMR (DMSO-d6, 1% TFA) δ 1.76 (d, 2H), 1.83 (m, 1H), 1.96 (m, 2H), 2.05 (t, 1H), 2.41-2.51 (m, 2H), 2.53-2.85 (m, 6H), 3.03 (q, 1H), 3.20 (d, 1H), 3.34 (d, 1H), 4.8 (m, 0.4H), 4.93 (m, 0.6H), 7.23-7.40 (m, 5H). Anal. (C17H23NO2.HCl) C, H. N. The compound exists in two forms...